describe an organic reaction: reactants, conditions, products, and yield From a dataset of the Open Reaction Database (ORD), a public repository of structured organic reaction records. Starting materials: esters, CC=1C=C(CN2C(CCCC2)C(=O)N[C@@H](C)C2=CC=C(C(=O)OC)C=C2)C=CC1 (methyl 4-((1S)-1-(1-(3-methylbenzyl)piperidine-2-carboxamido)ethyl)benzoate), O[Li].O (LiOH H2O). The product is CC=1C=C(CN2C(CCCC2)C(=O)N[C@@H](C)C2=CC=C(C(=O)[O-])C=C2)C=CC1.[Li+] (lithium 4-((1S)-1-(1-(3-methylbenzyl)piperidine-2-carboxamido) ethyl)benzoate). RXN SMILES: [CH3:1][C:2]1[CH:3]=[C:4]([CH:27]=[CH:28][CH:29]=1)[CH2:5][N:6]1[CH2:11][CH2:10][CH2:9][CH2:8][CH:7]1[C:12]([NH:14][C@H:15]([C:17]1[CH:26]=[CH:25][C:20]([C:21]([O:23]C)=[O:22])=[CH:19][CH:18]=1)[CH3:16])=[O:13].O[Li:31].O>>[CH3:1][C:2]1[CH:3]=[C:4]([CH:27]=[CH:28][CH:29]=1)[CH2:5][N:6]1[CH2:11][CH2:10][CH2:9][CH2:8][CH:7]1[C:12]([NH:14][C@H:15]([C:17]1[CH:18]=[CH:19][C:20]([C:21]([O-:23])=[O:22])=[CH:25][CH:26]=1)[CH3:16])=[O:13].[Li+:31] |f:1.2,3.4|. Procedure details: The title compound E2 (60 mg) was prepared according to the general procedure for esters hydrolysis starting from methyl 4-((1S)-1-(1-(3-methylbenzyl)piperidine-2-carboxamido)ethyl)benzoate (D19) (42 mg). (LiOH H2O: 1.75 eq; reaction time: 3 hrs) Reactants: O=C([O-])[O-], CN(C)C=O, CCCOC(=O)c1cc2ccccc2cc1Oc1ccnc2cc(OCCCCl)c(OC)cc12, [K+], [K+], O, c1c[nH]cn1. Product: CCCOC(=O)c1cc2ccccc2cc1Oc1ccnc2cc(OCCCn3ccnc3)c(OC)cc12. RXN SMILES: [C:35](=[O:36])([O-:37])[O-:38].[CH3:47][N:48]([CH3:49])[CH:50]=[O:51].[Cl:1][CH2:2][CH2:3][CH2:4][O:5][c:6]1[c:7]([O:33][CH3:34])[cH:8][c:9]2[c:10]([O:16][c:17]3[c:18]([C:27](=[O:28])[O:29][CH2:30][CH2:31][CH3:32])[cH:19][c:20]4[cH:21][cH:22][cH:23][cH:24][c:25]4[cH:26]3)[cH:11][cH:12][n:13][c:14]2[cH:15]1.[K+:39].[K+:40].[OH2:46].[nH:41]1[cH:42][n:43][cH:44][cH:45]1>>[CH2:2]([CH2:3][CH2:4][O:5][c:6]1[c:7]([O:33][CH3:34])[cH:8][c:9]2[c:10]([O:16][c:17]3[c:18]([C:27](=[O:28])[O:29][CH2:30][CH2:31][CH3:32])[cH:19][c:20]4[cH:21][cH:22][cH:23][cH:24][c:25]4[cH:26]3)[cH:11][cH:12][n:13][c:14]2[cH:15]1)[n:41]1[cH:42][n:43][cH:44][cH:45]1. RXN SMILES: [NH2:1][CH2:2][C:3]1[CH:7]=[CH:6][S:5][C:4]=1[C:8]([O:10]C)=O.Cl>C1COCC1>[S:5]1[C:4]2[C:8](=[O:10])[NH:1][CH2:2][C:3]=2[CH:7]=[CH:6]1. Reported procedure: A 250-mL single-neck round-bottomed flask equipped with a magnetic stirrer was purged with nitrogen and charged with 116d (5.00 g, 29.2 mmol) and THF (150 mL). Bis(trimethylaluminum)-1,4-diazabicyclo[2.2.2]octane complex (10.0 g, 39.1 mmol) was added portionwise. The mixture was heated at 60° C. for 14 h. After this time, the mixture was cooled to 0° C. 4 M hydrochloric acid (60 mL) was added dropwise, and the mixture was filtered. The organic layer was separated, and the aqueous layer was extra... Starting materials: NCC1=C(SC=C1)C(=O)OC (Methyl 3-(Aminomethyl)thiophene-2-carboxylate), Cl (hydrochloric acid). Run at temperature 60 celsius. Yields the product S1C=CC2=C1C(NC2)=O (4H-Thieno[2,3-c]pyrrol-6(5H)-one). Isolated yield 46.0%. Run in C1CCOC1 (THF). Starting materials: N[C@H](CO)C ((2S)-2-aminopropan-1-ol), ClC=1C=C(C=CC1OCC1=NC=CC=C1)NC1=NC=NC2=CC=CC(=C12)F (N-[3-chloro-4-(pyridin-2-ylmethoxy)phenyl]-5-fluoroquinazolin-4-amine). The product is N[C@H](COC1=C2C(=NC=NC2=CC=C1)NC1=CC(=C(C=C1)OCC1=NC=CC=C1)Cl)C (5-{[(2S)-2-aminopropyl]oxy}-N-[3-chloro-4-(pyridin-2-ylmethoxy)phenyl]quinazolin-4-amine). Isolated yield 51.0%. Reaction SMILES: [NH2:1][C@@H:2]([CH3:5])[CH2:3][OH:4].[Cl:6][C:7]1[CH:8]=[C:9]([NH:21][C:22]2[C:31]3[C:26](=[CH:27][CH:28]=[CH:29][C:30]=3F)[N:25]=[CH:24][N:23]=2)[CH:10]=[CH:11][C:12]=1[O:13][CH2:14][C:15]1[CH:20]=[CH:19][CH:18]=[CH:17][N:16]=1>>[NH2:1][C@@H:2]([CH3:5])[CH2:3][O:4][C:30]1[CH:29]=[CH:28][CH:27]=[C:26]2[C:31]=1[C:22]([NH:21][C:9]1[CH:10]=[CH:11][C:12]([O:13][CH2:14][C:15]3[CH:20]=[CH:19][CH:18]=[CH:17][N:16]=3)=[C:7]([Cl:6])[CH:8]=1)=[N:23][CH:24]=[N:25]2. Reported procedure: The procedure described in Example 2.4 (preparation of starting materials) was repeated using (2S)-2-aminopropan-1-ol and N-[3-chloro-4-(pyridin-2-ylmethoxy)phenyl]-5-fluoroquinazolin-4-amine (obtained as described in Example 1, preparation of starting materials) to give 5-{[(2S)-2-aminopropyl]oxy}-N-[3-chloro-4-(pyridin-2-ylmethoxy)phenyl]quinazolin-4-amine in 51% yield; Mass spectrum MH+ 436.4.